Dataset: the Open Reaction Database (ORD), a public repository of structured organic reaction records. Task: describe an organic reaction: reactants, conditions, products, and yield Starting materials: N12C[C@@H](C(CC1)CC2)OC(N[C@H](C2=CC(=CC=C2)OCC2CCNCC2)C2=CC=CC=C2)=O ((R)-quinuclidin-3-yl((S)-phenyl(3-(piperidin-4-ylmethoxy)phenyl)methyl)carbamate), Cl.O1C(OCC1)CCCOC(=O)C1CCNCC1.C(=O)C1=CC=C(C(=O)O)C=C1 (4-formyl benzoic acid 3-(1,3-dioxolan-2-yl)propyl piperidine-4-carboxylate hydrochloride), C1(=CC=CC=C1)[C@@H](C=1C=C(OCC2=CC=C(C(=O)O)C=C2)C=CC1)NC(=O)O[C@H]1CN2CCC1CC2 (4-((3-((S)-phenyl((((R)-quinuclidin-3-yloxy)carbonyl)amino)methyl)phenoxy)methyl)benzoic acid). The product is N12C[C@@H](C(CC1)CC2)OC(N[C@@H](C2=CC=CC=C2)C2=CC(=CC=C2)OCC2CCN(CC2)C(C2=CC=C(C=C2)C=O)=O)=O ((R)-Quinuclidin-3-yl((S)-(3-((1-(4-formylbenzoyl)piperidin-4-yl)methoxy)phenyl)(phenyl)methyl)carbamate). Reaction SMILES: [N:1]12[CH2:8][CH2:7][CH:4]([CH2:5][CH2:6]1)[C@@H:3]([O:9][C:10](=[O:33])[NH:11][C@@H:12]([C:27]1[CH:32]=[CH:31][CH:30]=[CH:29][CH:28]=1)[C:13]1[CH:18]=[CH:17][CH:16]=[C:15]([O:19][CH2:20][CH:21]3[CH2:26][CH2:25][NH:24][CH2:23][CH2:22]3)[CH:14]=1)[CH2:2]2.Cl.O1CCOC1CCCOC(C1CCNCC1)=O.[CH:52]([C:54]1[CH:62]=[CH:61][C:57]([C:58](O)=[O:59])=[CH:56][CH:55]=1)=[O:53].C1([C@H](NC(O[C@@H]2C3CCN(CC3)C2)=O)C2C=C(C=CC=2)OCC2C=CC(C(O)=O)=CC=2)C=CC=CC=1>>[N:1]12[CH2:6][CH2:5][CH:4]([CH2:7][CH2:8]1)[C@@H:3]([O:9][C:10](=[O:33])[NH:11][C@H:12]([C:13]1[CH:18]=[CH:17][CH:16]=[C:15]([O:19][CH2:20][CH:21]3[CH2:22][CH2:23][N:24]([C:58](=[O:59])[C:57]4[CH:61]=[CH:62][C:54]([CH:52]=[O:53])=[CH:55][CH:56]=4)[CH2:25][CH2:26]3)[CH:14]=1)[C:27]1[CH:32]=[CH:31][CH:30]=[CH:29][CH:28]=1)[CH2:2]2 |f:1.2.3|. Procedure details: The title compound was prepared as described in Example 1 Step 11 with (R)-quinuclidin-3-yl((S)-phenyl(3-(piperidin-4-ylmethoxy)phenyl)methyl)carbamate and 4-formyl benzoic acid 3-(1,3-dioxolan-2-yl)propyl piperidine-4-carboxylate hydrochloride and 4-((3-((S)-phenyl((((R)-quinuclidin-3-yloxy)carbonyl)amino)methyl)phenoxy)methyl)benzoic acid respectively. Starting materials: C(CCC)C1=CC=C(C=C1)N=NC1=CC=C(C=C1)O (4-butyl-4′-hydroxyazobenzene), C([O-])([O-])=O.[K+].[K+] (potassium carbonate), IC (Iodomethane). Solvent: CC(=O)C (acetone), CC(=O)C (acetone). Reaction conditions: temperature 45 celsius, time 8 hour. Yields the product C(CCC)C1=CC=C(C=C1)N=NC1=CC=C(C=C1)OC (4-Butyl-4′-methoxyazobenzene). Reaction SMILES: [CH2:1]([C:5]1[CH:10]=[CH:9][C:8]([N:11]=[N:12][C:13]2[CH:18]=[CH:17][C:16]([OH:19])=[CH:15][CH:14]=2)=[CH:7][CH:6]=1)[CH2:2][CH2:3][CH3:4].[C:20](=O)([O-])[O-].[K+].[K+].IC>CC(C)=O>[CH2:1]([C:5]1[CH:10]=[CH:9][C:8]([N:11]=[N:12][C:13]2[CH:14]=[CH:15][C:16]([O:19][CH3:20])=[CH:17][CH:18]=2)=[CH:7][CH:6]=1)[CH2:2][CH2:3][CH3:4] |f:1.2.3|. Reported procedure: All chemicals were obtained from Sigma-Aldrich Chemical Co. unless otherwise noted. One eq. of 4-butyl-4′-hydroxyazobenzene (obtained from Beam Corp.) and 1.1 eq. potassium carbonate were dissolved in acetone and degassed with argon. Iodomethane (2.5 eq) in acetone was degassed and added drop-wise to the stirred mixture. The mixture was heated to 45° C. and stirred overnight. The progress of the reaction was monitored by thin-layer chromatography (TLC); 12 h was usually sufficient for complete m...